From a dataset of the Open Reaction Database (ORD), a public repository of structured organic reaction records. describe an organic reaction: reactants, conditions, products, and yield Reactants: O.Cl.N1CCC(CC1)=O (4-piperidinone monohydrochloride monohydrate), ClCC#N (chloroacetonitrile), C(C)(C)N(CC)C(C)C (diisopropylethylamine). Run in O1CCCC1 (tetrahydrofuran). Yields the product O=C1CCN(CC1)CC#N (4-Oxo-1-piperidineacetonitrile). As a reaction SMILES: O.Cl.[NH:3]1[CH2:8][CH2:7][C:6](=[O:9])[CH2:5][CH2:4]1.Cl[CH2:11][C:12]#[N:13].C(N(C(C)C)CC)(C)C>O1CCCC1>[O:9]=[C:6]1[CH2:7][CH2:8][N:3]([CH2:11][C:12]#[N:13])[CH2:4][CH2:5]1 |f:0.1.2|. Procedure details: A suspension of 25.0 g of 4-piperidinone monohydrochloride monohydrate, 11.5 ml of chloroacetonitrile and 57.0 ml of diisopropylethylamine in 250 ml of tetrahydrofuran was refluxed for 10 hours. After the reaction, an insoluble matter was filtered off. The filtrate was added with saturated aqueous sodium hydrogencarbonate solution and extracted with a mixture of ethyl acetate and methanol (10:1). The extract was dried, and the solvent was evaporated to give brown crystals. The crystals were wash... Reactants: BrB(Br)Br, ClCCl, COc1ccc2c(CC(C)(C)C)coc2c1. Yields the product CC(C)(C)Cc1coc2cc(O)ccc12. Reaction SMILES: [B:17]([Br:18])([Br:19])[Br:20].[CH2:21]([Cl:22])[Cl:23].[CH3:1][C:2]([CH2:3][c:4]1[cH:5][o:6][c:7]2[c:8]1[cH:9][cH:10][c:11]([O:13][CH3:14])[cH:12]2)([CH3:15])[CH3:16]>>[CH3:1][C:2]([CH2:3][c:4]1[cH:5][o:6][c:7]2[c:8]1[cH:9][cH:10][c:11]([OH:13])[cH:12]2)([CH3:15])[CH3:16].